Dataset: the Open Reaction Database (ORD), a public repository of structured organic reaction records. Task: describe an organic reaction: reactants, conditions, products, and yield The reactants are C1(=CC=CC=C1)C(CCN)C1=CC=CC=C1 (3,3-diphenylpropylamine), C1(=CC=CC=C1)C(CCCl)C1=CC=CC=C1 (3,3-diphenyl-1-chloropropane), C1=CC=CC=C1 (benzene). Run in C=1(C(=CC=CC1)C)C (xylene). The product is Cl.C1(=CC=CC=C1)C(CCNCCC(C1=CC=CC=C1)C1=CC=CC=C1)C1=CC=CC=C1 (bis(3,3-diphenylpropyl)amine hydrochloride). The yield is 31.3%. RXN SMILES: [C:1]1([CH:7]([C:11]2[CH:16]=[CH:15][CH:14]=[CH:13][CH:12]=2)[CH2:8][CH2:9][NH2:10])[CH:6]=[CH:5][CH:4]=[CH:3][CH:2]=1.[C:17]1([CH:23]([C:27]2[CH:32]=[CH:31][CH:30]=[CH:29][CH:28]=2)[CH2:24][CH2:25][Cl:26])[CH:22]=[CH:21][CH:20]=[CH:19][CH:18]=1.C1C=CC=CC=1>C1(C)C(C)=CC=CC=1>[ClH:26].[C:11]1([CH:7]([C:1]2[CH:2]=[CH:3][CH:4]=[CH:5][CH:6]=2)[CH2:8][CH2:9][NH:10][CH2:25][CH2:24][CH:23]([C:17]2[CH:22]=[CH:21][CH:20]=[CH:19][CH:18]=2)[C:27]2[CH:32]=[CH:31][CH:30]=[CH:29][CH:28]=2)[CH:12]=[CH:13][CH:14]=[CH:15][CH:16]=1 |f:4.5|. Reported procedure: A mixture of 3,3-diphenylpropylamine (4.9 g) and 3,3-diphenyl-1-chloropropane (5.0 g) in xylene (10 ml) was heated at 120° to 130°C for 4 hours. After cooling, a small amount of benzene was added to the reaction mixture and then the mixture was filtered to remove 3,3-diphenylpropylamine hydrochloride. The filtrate was washed with 5 % hydrochloric acid and water in order. The organic layer was dried over anhydrous sodium sulfate and evaporated under reduced pressure. The resulting crystalline res...